Dataset: the Open Reaction Database (ORD), a public repository of structured organic reaction records. Task: describe an organic reaction: reactants, conditions, products, and yield Reactants: C1CNC=C(C=2NC=3C=CC=CC3C21)C(=O)OCC (ethyl 1,2,3,6-tetrahydroazepino[4,5-b]indole-5-carboxylate), [H-].[Na+] (sodium hydride), O (Water), CI (MeI). Run in CN(C)C=O (DMF). Reaction conditions: temperature 0 celsius, time 30 minute. Yields the product C(C)OC(=O)C1=CN(CCC2=C1NC=1C=CC=CC21)C (3-Methyl-1,2,3,6-Tetrahydroazepino[4,5-b]Indole-5-Carboxylic Acid Ethyl Ester). The yield is 53.0%. Reaction SMILES: [CH2:1]1[C:14]2[C:13]3[CH:12]=[CH:11][CH:10]=[CH:9][C:8]=3[NH:7][C:6]=2[C:5]([C:15]([O:17][CH2:18][CH3:19])=[O:16])=[CH:4][NH:3][CH2:2]1.[H-].[Na+].[CH3:22]I.O>CN(C=O)C>[CH2:18]([O:17][C:15]([C:5]1[C:6]2[NH:7][C:8]3[CH:9]=[CH:10][CH:11]=[CH:12][C:13]=3[C:14]=2[CH2:1][CH2:2][N:3]([CH3:22])[CH:4]=1)=[O:16])[CH3:19] |f:1.2|. Procedure details: To a solution of ethyl 1,2,3,6-tetrahydroazepino[4,5-b]indole-5-carboxylate (0.15 g, 0.6 mmol) in DMF (2 mL) was added sodium hydride (60%, 28 mg, 0.7 mmol) at 0° C. and a solution of MeI (38 μL, 0.7 mmol). The mixture was stirred for 30 min at 0° C. Water was added to the reaction mixture, which was then extracted by DCM. The combined organic layer was washed with water and dried over magnesium sulfate. Evaporation of solvent gave a crude product, which was purified by column chromatography on ... The reactants are BrC=1C=C2CC(NC2=CC1)=O (5-bromo-2-oxindole), C(C)N(CCOC=1C=C2C=C(NC2=CC1)C=O)CC (5-(2-diethylamino-ethoxy)-1H-indole-2-carbaldehyde), N1CCCCC1 (piperidine). Run in C(C)O (ethanol). Conditions: temperature 100 celsius. Yields the product BrC=1C=C2C(C(NC2=CC1)=O)=CC=1NC2=CC=C(C=C2C1)OCCN(CC)CC (5-Bromo-3-[5-(2-diethylamino-ethoxy)-1H-indol-2-ylmethylene]-1,3-dihydro-indol-2-one). The yield is 66.0%. As a reaction SMILES: [Br:1][C:2]1[CH:3]=[C:4]2[C:8](=[CH:9][CH:10]=1)[NH:7][C:6](=[O:11])[CH2:5]2.[CH2:12]([N:14]([CH2:29][CH3:30])[CH2:15][CH2:16][O:17][C:18]1[CH:19]=[C:20]2[C:24](=[CH:25][CH:26]=1)[NH:23][C:22]([CH:27]=O)=[CH:21]2)[CH3:13].N1CCCCC1>C(O)C>[Br:1][C:2]1[CH:3]=[C:4]2[C:8](=[CH:9][CH:10]=1)[NH:7][C:6](=[O:11])[C:5]2=[CH:27][C:22]1[NH:23][C:24]2[C:20]([CH:21]=1)=[CH:19][C:18]([O:17][CH2:16][CH2:15][N:14]([CH2:12][CH3:13])[CH2:29][CH3:30])=[CH:26][CH:25]=2. Reported procedure: A mixture of 5-bromo-2-oxindole (41 mg, 0.2 mmol), 5-(2-diethylamino-ethoxy)-1H-indole-2-carbaldehyde (50 mg, 0.2 mmol) and piperidine (0.1 mL) in ethanol (1 mL) was heated at 100° C. for 2 hours. The precipitate was collected by vacuum filtration, washed with ethanol and dried to give 60 mg (66%) of the title compound. Starting materials: Oc1ccc(-c2ccc(Br)cc2)cc1, CC(C)(C)[Si](C)(C)Cl, CCOCC, CN(C)C=O, c1c[nH]cn1. Product: CC(C)(C)[Si](C)(C)Oc1ccc(-c2ccc(Br)cc2)cc1. RXN SMILES: [Br:9][c:10]1[cH:11][cH:12][c:13](-[c:16]2[cH:17][cH:18][c:19]([OH:22])[cH:20][cH:21]2)[cH:14][cH:15]1.[C:1]([CH3:2])([CH3:3])([CH3:4])[Si:5]([CH3:6])([CH3:7])[Cl:8].[CH3:28][CH2:29][O:30][CH2:31][CH3:32].[CH3:33][N:34]([CH3:35])[CH:36]=[O:37].[nH:23]1[cH:24][cH:25][n:26][cH:27]1>>[C:1]([CH3:2])([CH3:3])([CH3:4])[Si:5]([CH3:6])([CH3:7])[O:22][c:19]1[cH:18][cH:17][c:16](-[c:13]2[cH:12][cH:11][c:10]([Br:9])[cH:15][cH:14]2)[cH:21][cH:20]1. Starting materials: CC1(OCCO1)C1=CC=C(O1)CN1N=CC(=C1)N (1-[5-(2-methyl-[1,3]dioxolan-2-yl)-furan-2-ylmethyl]-1H-pyrazol-4-ylamine), FC1=C(C=CC=C1)C1=C(N=CS1)C(=O)O (5-(2-fluoro-phenyl)-thiazole-4-carboxylic acid). The product is C(C)(=O)C1=CC=C(O1)CN1N=CC(=C1)NC(=O)C=1N=CSC1C1=C(C=CC=C1)F (5-(2-Fluoro-phenyl)-thiazole-4-carboxylic acid [1-(5-acetyl-furan-2-ylmethyl)-1H-pyrazol-4-yl]-amide). As a reaction SMILES: [CH3:1][C:2]1([C:7]2[O:11][C:10]([CH2:12][N:13]3[CH:17]=[C:16]([NH2:18])[CH:15]=[N:14]3)=[CH:9][CH:8]=2)[O:6]CCO1.[F:19][C:20]1[CH:25]=[CH:24][CH:23]=[CH:22][C:21]=1[C:26]1[S:30][CH:29]=[N:28][C:27]=1[C:31](O)=[O:32]>>[C:2]([C:7]1[O:11][C:10]([CH2:12][N:13]2[CH:17]=[C:16]([NH:18][C:31]([C:27]3[N:28]=[CH:29][S:30][C:26]=3[C:21]3[CH:22]=[CH:23][CH:24]=[CH:25][C:20]=3[F:19])=[O:32])[CH:15]=[N:14]2)=[CH:9][CH:8]=1)(=[O:6])[CH3:1]. Procedure: Following general procedure B followed by either C or D, starting from 1-[5-(2-methyl-[1,3]dioxolan-2-yl)-furan-2-ylmethyl]-1H-pyrazol-4-ylamine and 5-(2-fluoro-phenyl)-thiazole-4-carboxylic acid. Starting materials: C1(=CC=CC=C1)CCCCCC(=O)O (6-Phenylhexanoic acid), C1=CN(C=N1)C(=O)N2C=CN=C2 (CDI), [N+](=O)([O-])CCCC (nitrobutane), C1CCC2=NCCCN2CC1 (DBU). Product: [N+](=O)([O-])C(CCC)C(CCCCCC1=CC=CC=C1)=O (4-nitro-10-phenyldecan-5-one). RXN SMILES: [C:1]1([CH2:7][CH2:8][CH2:9][CH2:10][CH2:11][C:12]([OH:14])=O)[CH:6]=[CH:5][CH:4]=[CH:3][CH:2]=1.C1N=CN(C(N2C=NC=C2)=O)C=1.[N+:27]([CH2:30][CH2:31][CH2:32][CH3:33])([O-:29])=[O:28].C1CCN2C(=NCCC2)CC1>>[N+:27]([CH:30]([C:12](=[O:14])[CH2:11][CH2:10][CH2:9][CH2:8][CH2:7][C:1]1[CH:2]=[CH:3][CH:4]=[CH:5][CH:6]=1)[CH2:31][CH2:32][CH3:33])([O-:29])=[O:28]. Reported procedure: 6-Phenylhexanoic acid (0.100 g, 0.52 mmol) and CDI (0.169 g, 1.04 mmol) were added together and then reacted with nitrobutane (0.080 g, 0.78 mmol) and DBU (0.198 g, 1.30 mmol) according to the general procedure. Purification by column chromatography gave 0.084 g (59%) as a yellow oil: 1H NMR (400 MHz, CDCl3) δ 7.30 (m, 2H), 7.20 (m, 3H), 5.17 (dd, J=4.4, 10.0 Hz, 1H), 2.63 (m, 4H), 1.65 (m, 6H), 1.36 (m, 4H) 1.00 (t, J=7.2 Hz, 3H) ppm; 13C NMR (100 MHz, CDCl3) δ 199.5, 142.6, 128.7, 128.6, 126.0... Yields the product C(C1=CC=CC=C1)N1C[C@@H](CC1)NC1=CC=C(C=C1)/C=C/C(=O)O ((2E)-3-(4-{[(3R)-1-benzyl-3-pyrrolidinyl]amino}phenyl)acrylic acid). Reaction conditions: time 2 hour. Procedure: To a solution of ethyl (2E)-3-(4-{[(3R)-1-benzyl-3-pyrrolidinyl]amino}phenyl)acrylate (1.017 g) in MeOH (3 mL) and dioxane (3 mL) was added 1N NaOH aq solution (5.8 mL), and the mixture was stirred at ambient temperature for 2 hours. To the mixture was added 1N NaOH aq solution (5-8 mL) and heated at 50° C. for 2 hours. The pH value of the mixture was adjusted to 7 with 1N HCl, and the solvent was removed in vacuo. Obtained solid was suspended in toluene and the residual water was geotropically ... As a reaction SMILES: [CH2:1]([N:8]1[CH2:12][CH2:11][C@@H:10]([NH:13][C:14]2[CH:19]=[CH:18][C:17](/[CH:20]=[CH:21]/[C:22]([O:24]CC)=[O:23])=[CH:16][CH:15]=2)[CH2:9]1)[C:2]1[CH:7]=[CH:6][CH:5]=[CH:4][CH:3]=1.[OH-].[Na+].Cl>CO.O1CCOCC1.C1(C)C=CC=CC=1>[CH2:1]([N:8]1[CH2:12][CH2:11][C@@H:10]([NH:13][C:14]2[CH:15]=[CH:16][C:17](/[CH:20]=[CH:21]/[C:22]([OH:24])=[O:23])=[CH:18][CH:19]=2)[CH2:9]1)[C:2]1[CH:7]=[CH:6][CH:5]=[CH:4][CH:3]=1 |f:1.2|. Reactants: C(C1=CC=CC=C1)N1C[C@@H](CC1)NC1=CC=C(C=C1)/C=C/C(=O)OCC (ethyl (2E)-3-(4-{[(3R)-1-benzyl-3-pyrrolidinyl]amino}phenyl)acrylate), [OH-].[Na+] (NaOH), Cl (HCl), [OH-].[Na+] (NaOH). Solvent: CO (MeOH), O1CCOCC1 (dioxane), C1(=CC=CC=C1)C (toluene). Starting materials: C(CCC)(=O)NC=1C=C(N(C1)C)/C=C/C(=O)OC ((E)-methyl 4-butyramido-1-methyl-2-pyrroleacrylate), [OH-].[Na+] (NaOH), Cl (HCl). Solvent: CO (MeOH). Conditions: temperature 0 celsius. Product: C(CCC)(=O)NC=1C=C(N(C1)C)/C=C/C(=O)O ((E)-4-butyramido-1-methyl-2-pyrroleacrylic acid). The yield is 84.4%. Reaction SMILES: [C:1]([NH:6][C:7]1[CH:8]=[C:9](/[CH:13]=[CH:14]/[C:15]([O:17]C)=[O:16])[N:10]([CH3:12])[CH:11]=1)(=[O:5])[CH2:2][CH2:3][CH3:4].[OH-].[Na+].Cl>CO>[C:1]([NH:6][C:7]1[CH:8]=[C:9](/[CH:13]=[CH:14]/[C:15]([OH:17])=[O:16])[N:10]([CH3:12])[CH:11]=1)(=[O:5])[CH2:2][CH2:3][CH3:4] |f:1.2|. Reported procedure: A solution of 4 (0.167 g, 0.667 mmol) and 0.2 M aqueous NaOH (5.7 mL, 1.13 mmol) in MeOH (10 mL) was heated under reflux for 50 min. The mixture was cooled to 0° C., 2 M aqueous HCl (0.67 mL, 1.33 mmol) was added, and the mixture was poured onto ice (50 g). The precipitate that formed was collected by filtration and washed with water to give (E)-4-butyramido-1-methyl-2-pyrroleacrylic acid (5) as yellow needles (0.133 g, 85%) mp 74-76° C. (dec.) and 165-166° C. (with evolution of gas). 1H NMR [(C... The reactants are CC1=CC=C(C=C1)S(=O)(=O)Cl (4-methylbenzenesulfonyl chloride), ClCl (Cl2), II (iodine), ClCl (chlorine). The reagents and catalysts are [Fe](Cl)(Cl)Cl (iron(III) chloride). Yields the product ClC=1C=C(C=CC1C)S(=O)(=O)Cl (3-chloro-4-methylbenzenesulfonyl chloride). RXN SMILES: [CH3:1][C:2]1[CH:7]=[CH:6][C:5]([S:8]([Cl:11])(=[O:10])=[O:9])=[CH:4][CH:3]=1.II.[Cl:14]Cl>[Fe](Cl)(Cl)Cl>[Cl:14][C:3]1[CH:4]=[C:5]([S:8]([Cl:11])(=[O:10])=[O:9])[CH:6]=[CH:7][C:2]=1[CH3:1]. Procedure details: 576 g (3 mol) of 4-methylbenzenesulfonyl chloride are melted in a chlorination apparatus. After addition of 7 g of iron(III) chloride and 2 g of iodine, elemental chlorine is passed in (5 l Cl2 /h) at from 75° to 80° C. until 100% chlorination is achieved (GC analysis).